Dataset: the Open Reaction Database (ORD), a public repository of structured organic reaction records. Task: describe an organic reaction: reactants, conditions, products, and yield The reactants are [Ca] (calcium), C1(=C(C(=C(C(=C1F)F)F)N)F)N.Cl.Cl (dihydrochloride), CC(C)[C@H]1C=2C=CC(=CC2CC[C@@]1(CCN(C)CCCC=3NC=4C=CC=CC4N3)OC(=O)COC)F (mibefradil), CC(C)[C@H]1C=2C=CC(=CC2CC[C@@]1(CCN(C)CCCC=3NC=4C=CC=CC4N3)OC(=O)COC)F (mibefradil), COCC(=O)O[C@]1([C@H](C2=CC=C(C=C2CC1)F)C(C)C)CCN(C)CCCC1=NC2=C(N1)C=CC=C2 ((1S,2S)-2-[2-{[3-(1H-benzimidazol-2-yl)propyl]-methylamino}ethyl]-6-fluoro-1-isopropyl-1,2,3,4-tetrahydronaphthalen-2-yl methoxyacetate), FC=1C=C2CC[C@]([C@H](C2=CC1)C(C)C)(O)CCOS(=O)(=O)C1=CC=C(C=C1)C ((1S,2S)-6-fluoro-1-isopropyl-2-[2-(4-toluenesulfonyloxy)ethyl]-1,2,3,4-tetrahydronaphthalene-2-ol), N1C(=NC2=C1C=CC=C2)CCCNC ([3-(1H-benzimidazol-2-yl)propyl]methylamine), CCN(C(C)C)C(C)C (Hunig base). Product: N1C(=NC2=C1C=CC=C2)CCCN(CC[C@@]2([C@H](C1=CC=C(C=C1CC2)F)C(C)C)O)C ((1S,2S)-2-[2-{[3-(1H-benzimidazol-2-yl)propyl]methylamino }ethyl]-6-fluoro-1-isopropyl-1,2,3,4-tetrahydronaphthalen-2-ol). RXN SMILES: [Ca].[CH3:2][CH:3]([C@@H:5]1[C@@:14]([O:31]C(COC)=O)([CH2:15][CH2:16][N:17]([CH2:19][CH2:20][CH2:21][C:22]2[NH:23][C:24]3[CH:25]=[CH:26][CH:27]=[CH:28][C:29]=3[N:30]=2)[CH3:18])[CH2:13][CH2:12][C:11]2[CH:10]=[C:9]([F:37])[CH:8]=[CH:7][C:6]1=2)[CH3:4].C1(N)C(F)=C(F)C(F)=C(N)C=1F.Cl.Cl.FC1C=C2C(=CC=1)[C@H](C(C)C)[C@](CCOS(C1C=CC(C)=CC=1)(=O)=O)(O)CC2.N1C2C=CC=CC=2N=C1CCCNC.CCN(C(C)C)C(C)C>>[NH:23]1[C:24]2[CH:25]=[CH:26][CH:27]=[CH:28][C:29]=2[N:30]=[C:22]1[CH2:21][CH2:20][CH2:19][N:17]([CH3:18])[CH2:16][CH2:15][C@@:14]1([OH:31])[CH2:13][CH2:12][C:11]2[C:6](=[CH:7][CH:8]=[C:9]([F:37])[CH:10]=2)[C@@H:5]1[CH:3]([CH3:2])[CH3:4] |f:2.3.4|. Reported procedure: U.S. Pat. No. 4,808,605 (to Hoffmann-La Roche) discloses various calcium antagonists including mibefradil, (1S,2S)-2-[2-{[3-(1H-benzimidazol-2-yl)propyl]-methylamino}ethyl]-6-fluoro-1-isopropyl-1,2,3,4-tetrahydronaphthalen-2-yl methoxyacetate, the dihydrochloride salt of which is the active ingredient of the antihypertensive Pricor. The synthesis of mibefradil, as described in that patent, involves the reaction of (1S,2S)-6-fluoro-1-isopropyl-2-[2-(4-toluenesulfonyloxy)ethyl]-1,2,3,4-tetrahydron...